Task: describe an organic reaction: reactants, conditions, products, and yield. Dataset: the Open Reaction Database (ORD), a public repository of structured organic reaction records The reactants are C1(=CC=CC=C1)C1=CC=C(C(=O)O)C=C1 (4-phenylbenzoic acid), ON1N=NC2=C1C=CC=C2 (1-hydroxybenzotriazole), NNC(=S)N (thiosemicarbazide), Cl.C(C)N=C=NCCCN(C)C (1-ethyl-3-(3′-dimethylaminopropyl) carbodiimide hydrochloride). The solvent is CN(C=O)C (dimethylformamide), O (water). Conditions: time 12 hour. Product: C1(=CC=CC=C1)C1=CC=C(C(=O)NNC(=S)N)C=C1 (1-(4-phenylbenzoyl)-3-thiosemicarbazide). The yield is 75.1%. RXN SMILES: [C:1]1([C:7]2[CH:15]=[CH:14][C:10]([C:11](O)=[O:12])=[CH:9][CH:8]=2)[CH:6]=[CH:5][CH:4]=[CH:3][CH:2]=1.ON1C2C=CC=CC=2N=N1.[NH2:26][NH:27][C:28]([NH2:30])=[S:29].Cl.C(N=C=NCCCN(C)C)C>CN(C)C=O.O>[C:1]1([C:7]2[CH:15]=[CH:14][C:10]([C:11]([NH:26][NH:27][C:28]([NH2:30])=[S:29])=[O:12])=[CH:9][CH:8]=2)[CH:6]=[CH:5][CH:4]=[CH:3][CH:2]=1 |f:3.4|. Procedure: To a solution of 4-phenylbenzoic acid (10.0 g), 1-hydroxybenzotriazole (7.5 g) and thiosemicarbazide (5.1 g) in dimethylformamide (50 ml) was added 1-ethyl-3-(3′-dimethylaminopropyl) carbodiimide hydrochloride (14.45 g) and stirred for 12 hours at ambient temperature. The reaction mixture was pulverized with water. The precipitate was collected by filtration and dried under reduced pressure to give 1-(4-phenylbenzoyl)-3-thiosemicarbazide (10.274 g). The reactants are NC1=NC=2C=CC=CC2C2=C1N=C(N2CC(O)(C)C)CCCC (4-amino-2-butyl-α,α,-dimethyl-1H-imidazo[4,5-c]quinoline-1-ethanol), Cl (hydrochloride), C(C)OCC (diethyl ether). The reagents and catalysts are [Pt](=O)=O (Platinum (IV) oxide). Solvent: CO (methanol), FC(C(=O)O)(F)F (trifluoroacetic acid). Conditions: time 3 day. The product is NC1=NC=2CCCCC2C2=C1N=C(N2CC(O)(C)C)CCCC (4-amino-2-butyl-α,α,-dimethyl-6,7,8,9-tetrahydro-1H-imidazo[4,5-c]quinoline-1-ethanol). The yield is 69.1%. As a reaction SMILES: [NH2:1][C:2]1[C:11]2[N:12]=[C:13]([CH2:20][CH2:21][CH2:22][CH3:23])[N:14]([CH2:15][C:16]([CH3:19])([CH3:18])[OH:17])[C:10]=2[C:9]2[CH:8]=[CH:7][CH:6]=[CH:5][C:4]=2[N:3]=1.Cl.C(OCC)C>FC(F)(F)C(O)=O.CO.[Pt](=O)=O>[NH2:1][C:2]1[C:11]2[N:12]=[C:13]([CH2:20][CH2:21][CH2:22][CH3:23])[N:14]([CH2:15][C:16]([CH3:18])([CH3:19])[OH:17])[C:10]=2[C:9]2[CH2:8][CH2:7][CH2:6][CH2:5][C:4]=2[N:3]=1. Procedure: Platinum (IV) oxide (0.3 g) was added to a suspension of 4-amino-2-butyl-α,α,-dimethyl-1H-imidazo[4,5-c]quinoline-1-ethanol (1.0 g, 3.2 mmole) in trifluoroacetic acid (20 mL). The mixture was hydrogenated at 50 psi (3.44×105Pa) for 3 days. The reaction mixture was filtered to remove the catalyst then concentrated under vacuum. The resulting residue was covered with water and aqueous sodium bicarbonate. A white solid was isolated by filtration then recrystallized for ethyl acetate. The reaction w... Starting materials: ClCCl (dichloromethane), BrC1=CC=2CC3=CC(=CC=C3C2C=C1)Br (2,7-dibromofluorene), CI (methyl iodide), C(CCC)[Li] (n-butyllithium). Solvent: O (water), C1CCOC1 (THF). Conditions: temperature -78 celsius, time 10 minute. The product is BrC1=CC=2C(C3=CC(=CC=C3C2C=C1)Br)C (2,7-dibromo-9-methyl-9H-fluorene). Yield: 70.3%. As a reaction SMILES: [Br:1][C:2]1[CH:14]=[CH:13][C:12]2[C:11]3[C:6](=[CH:7][C:8]([Br:15])=[CH:9][CH:10]=3)[CH2:5][C:4]=2[CH:3]=1.[CH2:16]([Li])CCC.CI.ClCCl>C1COCC1.O>[Br:1][C:2]1[CH:14]=[CH:13][C:12]2[C:11]3[C:6](=[CH:7][C:8]([Br:15])=[CH:9][CH:10]=3)[CH:5]([CH3:16])[C:4]=2[CH:3]=1. Procedure details: 2,7-dibromofluorene (30 g, 92.59 mmol) was dissolved in anhydrous THF (300 mL) under nitrogen and cooled to −78° C. To solution at −78° C., added n-butyllithium (40.36 mL, 100.9 mmol) over 5 minutes and allowed reaction stir for another 10 minutes. To reaction, then add methyl iodide (6.29 mL, 100.9 mmol) and allowed reaction to stir at −78° C. for 2.0 hours. The reaction was poured into a mixture of dichloromethane and water. The organic layer was collected, and the water layer was further extr... The reagents and catalysts are CN(C1=CC=NC=C1)C (4-dimethylaminopyridine). Product: C[C@H]1CC[C@H](CC1)NC(CN(C)C)=O (N-(cis-4-methylcyclohexyl)-2-dimethylaminoacetamide). Procedure details: Using 6.5 ml of diethyl chlorophosphate, 18 ml of triethylamine, 5.2 g of dimethylaminoglycine hydrochloride, 5 g of cis-4-methylcyclohexylammonium chloride, and 0.15 g of 4-dimethylaminopyridine, a reaction similar to that performed in Example 77 was carried out. As a result, 4.8 g of N-(cis-4-methylcyclohexyl)-2-dimethylaminoacetamide was obtained as a pale yellow oil, which had the following physiochemical properties: Starting materials: P(=O)(OCC)(OCC)Cl (diethyl chlorophosphate), Cl.CN(C)NCC(=O)O (dimethylaminoglycine hydrochloride), [Cl-].C[C@H]1CC[C@H](CC1)[NH3+] (cis-4-methylcyclohexylammonium chloride). Solvent: C(C)N(CC)CC (triethylamine). As a reaction SMILES: P(Cl)([O:6][CH2:7][CH3:8])(OCC)=O.Cl.[CH3:11][N:12](NCC(O)=O)[CH3:13].[Cl-].[CH3:20][C@@H:21]1[CH2:26][CH2:25][C@H:24]([NH3+:27])[CH2:23][CH2:22]1>CN(C)C1C=CN=CC=1.C(N(CC)CC)C>[CH3:20][C@@H:21]1[CH2:26][CH2:25][C@H:24]([NH:27][C:7](=[O:6])[CH2:8][N:12]([CH3:13])[CH3:11])[CH2:23][CH2:22]1 |f:1.2,3.4|.